From a dataset of the Open Reaction Database (ORD), a public repository of structured organic reaction records. describe an organic reaction: reactants, conditions, products, and yield Starting materials: CCCC1(CC(=O)OCC)OCCc2c1[nH]c1c(C)cc(F)c(Br)c21, CN1CCCC1=O, N#C[Cu], O. Product: CCCC1(CC(=O)OCC)OCCc2c1[nH]c1c(C)cc(F)c(C#N)c21. RXN SMILES: [CH2:1]([CH3:2])[O:3][C:4]([CH2:5][C:6]1([CH2:22][CH2:23][CH3:24])[O:7][CH2:8][CH2:9][c:10]2[c:11]1[nH:12][c:13]1[c:14]([CH3:21])[cH:15][c:16]([F:20])[c:17]([Br:19])[c:18]21)=[O:25].[CH3:29][N:30]1[CH2:31][CH2:32][CH2:33][C:34]1=[O:35].[Cu:26][C:27]#[N:28].[OH2:36]>>[CH2:1]([CH3:2])[O:3][C:4]([CH2:5][C:6]1([CH2:22][CH2:23][CH3:24])[O:7][CH2:8][CH2:9][c:10]2[c:11]1[nH:12][c:13]1[c:14]([CH3:21])[cH:15][c:16]([F:20])[c:17]([C:27]#[N:28])[c:18]21)=[O:25]. The reactants are CC(C)S, C(=NC1CCCCC1)=NC1CCCCC1, O=C(O)Cc1cccc(Oc2ccc(C(F)(F)F)cc2Cl)c1, ClCCl, O. Yields the product CC(C)SC(=O)Cc1cccc(Oc2ccc(C(F)(F)F)cc2Cl)c1. Reaction SMILES: [CH3:39][CH:40]([CH3:41])[SH:42].[CH:24]1([N:25]=[C:26]=[N:27][CH:28]2[CH2:29][CH2:30][CH2:31][CH2:32][CH2:33]2)[CH2:34][CH2:35][CH2:36][CH2:37][CH2:38]1.[Cl:1][c:2]1[c:3]([O:4][c:5]2[cH:6][c:7]([CH2:11][C:12](=[O:13])[OH:14])[cH:8][cH:9][cH:10]2)[cH:15][cH:16][c:17]([C:19]([F:20])([F:21])[F:22])[cH:18]1.[Cl:43][CH2:44][Cl:45].[OH2:23]>>[Cl:1][c:2]1[c:3]([O:4][c:5]2[cH:6][c:7]([CH2:11][C:12](=[O:14])[S:42][CH:40]([CH3:39])[CH3:41])[cH:8][cH:9][cH:10]2)[cH:15][cH:16][c:17]([C:19]([F:20])([F:21])[F:22])[cH:18]1. Starting materials: N1(C=CC=C1)N=CC1=NNC2=CC(=CC=C12)NC1=C(C(=O)O)C=CC=C1 (2-[3-(Pyrrol-1-yliminomethyl)-1H-indazol-6-ylamino]-benzoic acid), C(C#C)N (propargylamine). Run in Hexanes. Yields the product C(C#C)NC(C1=C(C=CC=C1)NC1=CC=C2C(=NNC2=C1)C=NN1C=CC=C1)=O (N-Prop-2-ynyl-2-[3-(pyrrol-1-yliminomethyl)-1H-indazol-6-ylamino]-benzamide). Reaction SMILES: [N:1]1([N:6]=[CH:7][C:8]2[C:16]3[C:11](=[CH:12][C:13]([NH:17][C:18]4[CH:26]=[CH:25][CH:24]=[CH:23][C:19]=4[C:20](O)=[O:21])=[CH:14][CH:15]=3)[NH:10][N:9]=2)[CH:5]=[CH:4][CH:3]=[CH:2]1.[CH2:27]([NH2:30])[C:28]#[CH:29]>>[CH2:27]([NH:30][C:20](=[O:21])[C:19]1[CH:23]=[CH:24][CH:25]=[CH:26][C:18]=1[NH:17][C:13]1[CH:12]=[C:11]2[C:16]([C:8]([CH:7]=[N:6][N:1]3[CH:2]=[CH:3][CH:4]=[CH:5]3)=[N:9][NH:10]2)=[CH:15][CH:14]=1)[C:28]#[CH:29]. Reported procedure: Prepared in a similar manner to that described for Example 6 above, except using 2-[3-(Pyrrol-1-yliminomethyl)-1H-indazol-6-ylamino]-benzoic acid and propargylamine. 1H NMR (DMSO-d6) δ 13.30 (1H, s), 9.82 (1H, s), 9.04 (1H, t, J=5.6 Hz), 8.98 (1H, s), 8.19 (1H, d, J=8.6 Hz), 7.69 (1H, d, J=7.9 Hz), 7.45(4H, m), 7.31 (1H, s), 7.08 (1H, d, J=8.6 Hz), 6.91 (1H, t, J=7.6 Hz), 6.21 (2H, s), 4.05 (2H, s), 3.13 (1H, s). Anal. Calcd for C22H18N6O. 0.40H2O. 0.05 Hexanes: C, 67.97; H, 5.01; N, 21.33. Foun... Reactants: Cl (HCl), CC=1N=C(C2=C(N1)N(C(C=C2)=O)CC2=CC=C(C=C2)C2=C(C=CC=C2)C#N)C (2,4-dimethyl-8-[[2'-cyano[1,1-biphenyl]-4-yl]methyl]-7H-pyrido[2,3-d]pyrimidin-7-one), [N-]=[N+]=[N-].[Na+] (NaN3), C(CCC)[Sn](CCCC)(CCCC)Cl (tri-n-butyltin chloride). The solvent is xylenes. Yields the product CC=1N=C(C2=C(N1)N(C(C=C2)=O)CC2=CC=C(C=C2)C2=C(C=CC=C2)C2=NN=NN2)C (2,4-Dimethyl-8-[[2'-(1H-tetrazol-5-yl)[1,1-biphenyl]-4-yl]methyl]-7H-pyrido[2,3-d]pyrimidin-7-one). RXN SMILES: [CH3:1][C:2]1[N:3]=[C:4]([CH3:28])[C:5]2[CH:11]=[CH:10][C:9](=[O:12])[N:8]([CH2:13][C:14]3[CH:19]=[CH:18][C:17]([C:20]4[CH:25]=[CH:24][CH:23]=[CH:22][C:21]=4[C:26]#[N:27])=[CH:16][CH:15]=3)[C:6]=2[N:7]=1.[N-:29]=[N+:30]=[N-:31].[Na+].C([Sn](Cl)(CCCC)CCCC)CCC.Cl>>[CH3:1][C:2]1[N:3]=[C:4]([CH3:28])[C:5]2[CH:11]=[CH:10][C:9](=[O:12])[N:8]([CH2:13][C:14]3[CH:19]=[CH:18][C:17]([C:20]4[CH:25]=[CH:24][CH:23]=[CH:22][C:21]=4[C:26]4[NH:31][N:30]=[N:29][N:27]=4)=[CH:16][CH:15]=3)[C:6]=2[N:7]=1 |f:1.2|. Procedure: Using the same procedure as described in Step 3 of Example 8, heat a mixture of 2,4-dimethyl-8-[[2'-cyano[1,1-biphenyl]-4-yl]methyl]-7H-pyrido[2,3-d]pyrimidin-7-one, NaN3, and tri-n-butyltin chloride in xylenes under reflux for 48 h. Cool the mixture and add 1N HCl (2 mL). Add CHCl3 and water, and dry (MgSO4) and concentrate the organic phase. Recrystallization from EtOAc gives the product. Reactants: C#CCC1CCN(C(=O)OC(C)(C)C)CC1, O=C(Cl)Oc1ccccc1Cl. Yields the product C#CCC1CCN(C(=O)Oc2ccccc2Cl)CC1. RXN SMILES: [CH2:12]([C:13]#[CH:14])[CH:15]1[CH2:16][CH2:17][N:18]([C:21]([O:22][C:23]([CH3:24])([CH3:25])[CH3:26])=[O:27])[CH2:19][CH2:20]1.[Cl:1][C:2](=[O:3])[O:4][c:5]1[c:6]([Cl:11])[cH:7][cH:8][cH:9][cH:10]1>>[C:2](=[O:3])([O:4][c:5]1[c:6]([Cl:11])[cH:7][cH:8][cH:9][cH:10]1)[N:18]1[CH2:17][CH2:16][CH:15]([CH2:12][C:13]#[CH:14])[CH2:20][CH2:19]1. The reactants are C1CCC(CC1)N=C=NC2CCCCC2 (DCC), C=1C=CC2=C(C1)N=NN2O (HOBT), N12C[C@@H](C(CC1)CC2)O ((R)-quinuclidin-3-ol), C(N)(=O)C1CCN(CC1)C(C(=O)O)C1=CC=CC=C1 (2-(4-Carbamoylpiperidin-1-yl)-2-phenylacetic acid). Solvent: C1CCOC1 (THF). Conditions: time 24 hour. Product: C(N)(=O)C1CCN(CC1)C(C(=O)O[C@H]1CN2CCC1CC2)C2=CC=CC=C2 ((R)-quinuclidin-3-yl 2-(4-carbamoylpiperidin-1-yl)-2-phenylacetate). Isolated yield 38.2%. As a reaction SMILES: [C:1]([CH:4]1[CH2:9][CH2:8][N:7]([CH:10]([C:14]2[CH:19]=[CH:18][CH:17]=[CH:16][CH:15]=2)[C:11]([OH:13])=[O:12])[CH2:6][CH2:5]1)(=[O:3])[NH2:2].C1CCC(N=C=NC2CCCCC2)CC1.C1C=CC2N(O)N=NC=2C=1.[N:45]12[CH2:52][CH2:51][CH:48]([CH2:49][CH2:50]1)[C@@H:47](O)[CH2:46]2>C1COCC1>[C:1]([CH:4]1[CH2:9][CH2:8][N:7]([CH:10]([C:14]2[CH:15]=[CH:16][CH:17]=[CH:18][CH:19]=2)[C:11]([O:13][C@@H:47]2[CH:48]3[CH2:51][CH2:52][N:45]([CH2:50][CH2:49]3)[CH2:46]2)=[O:12])[CH2:6][CH2:5]1)(=[O:3])[NH2:2]. Procedure details: 2-(4-Carbamoylpiperidin-1-yl)-2-phenylacetic acid (145 mg, 0.55 mmol) was suspended in dry THF (5.5 ml) and DCC (240 mg, 1.16 mmol), HOBT (157 mg, 1.16 mmol) and (R)-quinuclidin-3-ol (148 mg, 1.16 mmol) were sequentially added. The mixture was stirred at room temperature under nitrogen atmosphere for 24 hours. The white solid was filtered off and the solution was evaporated. The crude was purified by flash chromatography (DCM/MeOH/NH4OH=95/5/0.5) to obtain (R)-quinuclidin-3-yl 2-(4-carbamoylpipe... Reactants: [Ca+2], O=C(Cl)CCl, O=C([O-])[O-], C1COCCO1, CS(=O)(=O)Nc1cccc2c(O)c(N)ccc12. Yields the product CS(=O)(=O)Nc1cccc2c(O)c(NC(=O)CCl)ccc12. RXN SMILES: [Ca+2:23].[Cl:1][CH2:2][C:3](=[O:4])[Cl:5].[O-:24][C:25](=[O:26])[O-:27].[O:28]1[CH2:29][CH2:30][O:31][CH2:32][CH2:33]1.[OH:6][c:7]1[c:8]2[cH:9][cH:10][cH:11][c:12]([NH:18][S:19](=[O:20])(=[O:21])[CH3:22])[c:13]2[cH:14][cH:15][c:16]1[NH2:17]>>[Cl:1][CH2:2][C:3](=[O:4])[NH:17][c:16]1[c:7]([OH:6])[c:8]2[cH:9][cH:10][cH:11][c:12]([NH:18][S:19](=[O:20])(=[O:21])[CH3:22])[c:13]2[cH:14][cH:15]1.